This data is from the Open Reaction Database (ORD), a public repository of structured organic reaction records. The task is: describe an organic reaction: reactants, conditions, products, and yield As a reaction SMILES: [CH3:1][O:2][C:3]([CH2:4][c:5]1[cH:6][c:7]([O:11][c:12]2[c:13]([CH2:22][NH:23][CH2:24][CH3:25])[cH:14][c:15]([C:18]([F:19])([F:20])[F:21])[cH:16][cH:17]2)[cH:8][cH:9][cH:10]1)=[O:26].[cH:27]1[c:28]([S:37](=[O:38])(=[O:39])[Cl:40])[cH:29][cH:30][c:31]2[cH:32][cH:33][cH:34][cH:35][c:36]12>>[CH3:1][O:2][C:3]([CH2:4][c:5]1[cH:6][c:7]([O:11][c:12]2[c:13]([CH2:22][N:23]([CH2:24][CH3:25])[S:37]([c:28]3[cH:27][c:36]4[c:31]([cH:30][cH:29]3)[cH:32][cH:33][cH:34][cH:35]4)(=[O:38])=[O:39])[cH:14][c:15]([C:18]([F:19])([F:20])[F:21])[cH:16][cH:17]2)[cH:8][cH:9][cH:10]1)=[O:26]. The product is CCN(Cc1cc(C(F)(F)F)ccc1Oc1cccc(CC(=O)OC)c1)S(=O)(=O)c1ccc2ccccc2c1. The reactants are CCNCc1cc(C(F)(F)F)ccc1Oc1cccc(CC(=O)OC)c1, O=S(=O)(Cl)c1ccc2ccccc2c1.